Dataset: the Open Reaction Database (ORD), a public repository of structured organic reaction records. Task: describe an organic reaction: reactants, conditions, products, and yield Starting materials: CN(C)C=Cc1ccccc1C#N, Cl[Cu], O, CN(C)C=O. The product is N#Cc1ccccc1C=O. Reaction SMILES: [CH3:1][N:2]([CH3:3])[CH:13]=[CH:4][c:5]1[c:6]([C:11]#[N:12])[cH:7][cH:8][cH:9][cH:10]1.[Cu:20][Cl:21].[O:14].[O:15]=[CH:16][N:17]([CH3:18])[CH3:19]>>[CH:4]([c:5]1[c:6]([C:11]#[N:12])[cH:7][cH:8][cH:9][cH:10]1)=[O:15]. The reactants are Cc1cc(Br)ccc1O, CN(C)C=O, COC(=O)CBr, [H-], [Na+], O. The product is COC(=O)COc1ccc(Br)cc1C. RXN SMILES: [Br:1][c:2]1[cH:3][c:4]([CH3:9])[c:5]([OH:8])[cH:6][cH:7]1.[CH3:12][N:13]([CH3:14])[CH:15]=[O:16].[CH3:17][O:18][C:19]([CH2:20][Br:21])=[O:22].[H-:10].[Na+:11].[OH2:23]>>[Br:1][c:2]1[cH:3][c:4]([CH3:9])[c:5]([O:8][CH2:20][C:19]([O:18][CH3:17])=[O:22])[cH:6][cH:7]1. Reactants: C(=O)C1=CC=C(C=C1)C1=NC=2N(C=C1C1=CC=CC=C1)N=C(C2)C(=O)OC (methyl 5-(4-formylphenyl)-6-phenylpyrazolo[1,5-a]pyrimidine-2-carboxylate), [BH-](OC(=O)C)(OC(=O)C)OC(=O)C.[Na+] (NaBH(OAc)3), 2-(5-piperidin-4H[1,2,4]triazol-3-yl)-pyridine, N(N)C(=O)C1CCN(CC1)C(=O)OC(C)(C)C (tert-butyl 4-(hydrazinocarbonyl)piperidine-1-carboxylate), N1=C(C=CC=C1)C#N (pyridine-2-carbonitrile), [BH-](OC(=O)C)(OC(=O)C)OC(=O)C.[Na+] (NaBH(OAc)3). Solvent: CN(C)C=O (DMF), C(C)(=O)O (acetic acid), C(C)N(CC)CC (triethylamine), CO (methanol). The product is C1(=CC=CC=C1)C=1C(=NC=2N(C1)N=C(C2)C(=O)OC)C2=CC=C(C=C2)CN2CCC(CC2)C2=NNC(=N2)C2=NC=CC=C2 (Methyl 6-phenyl-5-(4-{[4-(5-pyridin-2-yl-1H-1,2,4-triazol-3-yl)piperidin-1-yl]methyl}phenyl)pyrazolo[1,5-a]pyrimidine-2-carboxylate). RXN SMILES: [NH:1]([C:3]([CH:5]1[CH2:10][CH2:9][N:8]([C:11](OC(C)(C)C)=O)[CH2:7][CH2:6]1)=O)[NH2:2].[N:18]1[CH:23]=[CH:22][CH:21]=[CH:20][C:19]=1[C:24]#[N:25].C([C:28]1[CH:33]=[CH:32][C:31]([C:34]2[C:39]([C:40]3[CH:45]=[CH:44][CH:43]=[CH:42][CH:41]=3)=[CH:38][N:37]3[N:46]=[C:47]([C:49]([O:51][CH3:52])=[O:50])[CH:48]=[C:36]3[N:35]=2)=[CH:30][CH:29]=1)=O.[BH-](OC(C)=O)(OC(C)=O)OC(C)=O.[Na+]>CO.CN(C=O)C.C(O)(=O)C.C(N(CC)CC)C>[C:40]1([C:39]2[C:34]([C:31]3[CH:30]=[CH:29][C:28]([CH2:11][N:8]4[CH2:7][CH2:6][CH:5]([C:3]5[N:25]=[C:24]([C:19]6[CH:20]=[CH:21][CH:22]=[CH:23][N:18]=6)[NH:2][N:1]=5)[CH2:10][CH2:9]4)=[CH:33][CH:32]=3)=[N:35][C:36]3[N:37]([N:46]=[C:47]([C:49]([O:51][CH3:52])=[O:50])[CH:48]=3)[CH:38]=2)[CH:41]=[CH:42][CH:43]=[CH:44][CH:45]=1 |f:3.4|. Reported procedure: 0.36 ml triethylamine is added to a solution of 406 mg 2-(5-piperidin-4H[1,2,4]triazol-3-yl)-pyridine*2HCl (prepared from tert-butyl 4-(hydrazinocarbonyl)piperidine-1-carboxylate and pyridine-2-carbonitrile according to a procedure described in U.S. Pat. No. 4,011,218 or WO2005100344) in 15 ml methanol. To this solution a solution of 400 mg methyl 5-(4-formylphenyl)-6-phenylpyrazolo[1,5-a]pyrimidine-2-carboxylate in 15 ml DMF is added, followed by 0.17 ml glacial acetic acid and 473 mg NaBH(OAc)... Starting materials: ClC1=C(C=CC(=C1)I)NC1=C(C(=O)O)C=CN=C1 (3-[(2-chloro-4-iodophenyl)amino]isonicotinic acid), ClC1=C(C=CC(=C1)I)NC1=C(C(=O)O)C=CN=C1 (3-[(2-chloro-4-iodophenyl)amino]isonicotinic acid), NCCCCCO (5-amino-pentan-1-ol). The product is ClC1=C(C=CC(=C1)I)NC1=C(C(=O)NCCCCCO)C=CN=C1 (3-(2-Chloro-4-iodo-phenylamino)-N-(5-hydroxy-pentyl)-isonicotinamide). RXN SMILES: [Cl:1][C:2]1[CH:7]=[C:6]([I:8])[CH:5]=[CH:4][C:3]=1[NH:9][C:10]1[CH:18]=[N:17][CH:16]=[CH:15][C:11]=1[C:12]([OH:14])=O.[NH2:19][CH2:20][CH2:21][CH2:22][CH2:23][CH2:24][OH:25]>>[Cl:1][C:2]1[CH:7]=[C:6]([I:8])[CH:5]=[CH:4][C:3]=1[NH:9][C:10]1[CH:18]=[N:17][CH:16]=[CH:15][C:11]=1[C:12]([NH:19][CH2:20][CH2:21][CH2:22][CH2:23][CH2:24][OH:25])=[O:14]. Reported procedure: 3-(2-Chloro-4-iodo-phenylamino)-N-(5-hydroxy-pentyl)-isonicotinamide was synthesized according to the procedure for General Method 1, outlined above, starting with 0.30 mmol of 3-[(2-chloro-4-iodophenyl)amino]isonicotinic acid (intermediate 2) and 0.40 mmol of 5-amino-pentan-1-ol. LC/MS [9.33 min; 461 (M+1)]